From a dataset of the Open Reaction Database (ORD), a public repository of structured organic reaction records. describe an organic reaction: reactants, conditions, products, and yield The solvent is C(Cl)Cl (methylene chloride), C(Cl)Cl (methylene chloride). Procedure details: To a suspension of 21.1 g. (0.05 mol.) of 7-amino-3-[1-(2-sulfamoylethyl)tetrazol-5-ylthiomethyl]-3-cephem-4-carboxylic acid in 500 ml. of dry methylene chloride is added in one portion a solution of 30.0 g. (0.15 mol.) of O-t-butyldiisopropylpseudourea in 50 ml. of methylene chloride. The mixture is stirred at ambient temperature for 24 hours. The precipitate is removed by filtration and the filtrate evaporated to a residue which is taken up in 200 ml. of benzene and filtered again. The filtrat... The product is C(C)(C)(C)OC(=O)C1=C(CS[C@H]2N1C(C2N)=O)C(CCS(N)(=O)=O)SC2=NN=NN2 (7-amino-3-[1-(2-sulfamoylethyl)tetrazol-5-ylthiomethyl]-3-cephem-4-carboxylic acid t-butyl ester). RXN SMILES: [NH2:1][CH:2]1[C:25](=[O:26])[N:4]2[C:5]([C:22]([OH:24])=[O:23])=[C:6]([CH:9]([S:16][C:17]3[NH:21][N:20]=[N:19][N:18]=3)[CH2:10][CH2:11][S:12](=[O:15])(=[O:14])[NH2:13])[CH2:7][S:8][C@H:3]12.[C:27](OC(=N)N(C(C)C)C(C)C)([CH3:30])([CH3:29])[CH3:28]>C(Cl)Cl>[C:27]([O:23][C:22]([C:5]1[N:4]2[C:25](=[O:26])[CH:2]([NH2:1])[C@H:3]2[S:8][CH2:7][C:6]=1[CH:9]([S:16][C:17]1[NH:18][N:19]=[N:20][N:21]=1)[CH2:10][CH2:11][S:12](=[O:14])(=[O:15])[NH2:13])=[O:24])([CH3:30])([CH3:29])[CH3:28]. The reactants are NC1[C@@H]2N(C(=C(CS2)C(CCS(N)(=O)=O)SC2=NN=NN2)C(=O)O)C1=O (7-amino-3-[1-(2-sulfamoylethyl)tetrazol-5-ylthiomethyl]-3-cephem-4-carboxylic acid), C(C)(C)(C)OC(N(C(C)C)C(C)C)=N (O-t-butyldiisopropylpseudourea). Conditions: time 24 hour. The reactants are CCC=C(C(=O)OC)c1ccc(S(C)(=O)=O)cc1, CCO, [Na+], [OH-]. Product: CCC=C(C(=O)O)c1ccc(S(C)(=O)=O)cc1. Reaction SMILES: [CH3:1][O:2][C:3]([C:4](=[CH:5][CH2:6][CH3:7])[c:8]1[cH:9][cH:10][c:11]([S:14](=[O:15])(=[O:16])[CH3:17])[cH:12][cH:13]1)=[O:18].[CH3:21][CH2:22][OH:23].[Na+:20].[OH-:19]>>[O:2]=[C:3]([C:4](=[CH:5][CH2:6][CH3:7])[c:8]1[cH:9][cH:10][c:11]([S:14](=[O:15])(=[O:16])[CH3:17])[cH:12][cH:13]1)[OH:18]. RXN SMILES: [C:1]([O:2][C:3](=[O:4])[NH:8][CH:9]([C:10](=[O:11])[O:12][CH3:13])[C:14]([CH:15]=[CH2:16])([CH3:17])[CH3:18])([CH3:5])([CH3:6])[CH3:7].[Cl:26][CH2:27][Cl:28].[OH:19][C:20]([C:21]([F:22])([F:23])[F:24])=[O:25]>>[NH2:8][CH:9]([C:10](=[O:11])[O:12][CH3:13])[C:14]([CH:15]=[CH2:16])([CH3:17])[CH3:18]. Product: C=CC(C)(C)C(N)C(=O)OC. Starting materials: C=CC(C)(C)C(NC(=O)OC(C)(C)C)C(=O)OC, ClCCl, O=C(O)C(F)(F)F. Reactants: CN(C)C(=O)NC(C(=O)OC(C)(C)C)c1ccccc1, ClCCl. The product is CN(C)C(=O)NC(C(=O)O)c1ccccc1. As a reaction SMILES: [CH3:1][N:2]([C:3]([NH:4][CH:5]([C:6](=[O:7])[O:8][C:9]([CH3:10])([CH3:11])[CH3:12])[c:13]1[cH:14][cH:15][cH:16][cH:17][cH:18]1)=[O:19])[CH3:20].[Cl:21][CH2:22][Cl:23]>>[CH3:1][N:2]([C:3]([NH:4][CH:5]([C:6](=[O:7])[OH:8])[c:13]1[cH:14][cH:15][cH:16][cH:17][cH:18]1)=[O:19])[CH3:20]. Starting materials: CC(C)(C)[O-], Cc1ccccc1, Clc1nccc2ccccc12, OCCC1CCNCC1, [Na+], O=C(C=Cc1ccccc1)C=Cc1ccccc1, O=C(C=Cc1ccccc1)C=Cc1ccccc1, O=C(C=Cc1ccccc1)C=Cc1ccccc1, [Pd], [Pd], c1ccc(P(c2ccccc2)c2ccc3ccccc3c2-c2c(P(c3ccccc3)c3ccccc3)ccc3ccccc23)cc1. Yields the product OCCC1CCN(c2nccc3ccccc23)CC1. As a reaction SMILES: [CH3:21][C:22]([CH3:23])([O-:24])[CH3:25].[CH3:73][c:74]1[cH:75][cH:76][cH:77][cH:78][cH:79]1.[Cl:1][c:2]1[n:3][cH:4][cH:5][c:6]2[cH:7][cH:8][cH:9][cH:10][c:11]12.[NH:12]1[CH2:13][CH2:14][CH:15]([CH2:18][CH2:19][OH:20])[CH2:16][CH2:17]1.[Na+:26].[O:100]=[C:101]([CH:102]=[CH:103][c:104]1[cH:105][cH:106][cH:107][cH:108][cH:109]1)[CH:110]=[CH:111][c:112]1[cH:113][cH:114][cH:115][cH:116][cH:117]1.[O:118]=[C:119]([CH:120]=[CH:121][c:122]1[cH:123][cH:124][cH:125][cH:126][cH:127]1)[CH:128]=[CH:129][c:130]1[cH:131][cH:132][cH:133][cH:134][cH:135]1.[O:82]=[C:83]([CH:84]=[CH:85][c:86]1[cH:87][cH:88][cH:89][cH:90][cH:91]1)[CH:92]=[CH:93][c:94]1[cH:95][cH:96][cH:97][cH:98][cH:99]1.[Pd:80].[Pd:81].[cH:27]1[cH:28][cH:29][c:30]([P:31]([c:32]2[cH:33][cH:34][c:35]3[c:36]([cH:37][cH:38][cH:39][cH:40]3)[c:41]2-[c:42]2[c:43]3[c:44]([cH:45][cH:46][cH:47][cH:48]3)[cH:49][cH:50][c:51]2[P:52]([c:53]2[cH:54][cH:55][cH:56][cH:57][cH:58]2)[c:59]2[cH:60][cH:61][cH:62][cH:63][cH:64]2)[c:65]2[cH:66][cH:67][cH:68][cH:69][cH:70]2)[cH:71][cH:72]1>>[c:2]1([N:12]2[CH2:13][CH2:14][CH:15]([CH2:18][CH2:19][OH:20])[CH2:16][CH2:17]2)[n:3][cH:4][cH:5][c:6]2[cH:7][cH:8][cH:9][cH:10][c:11]12. The reactants are C1CCOC1, CCOC(C)=O, CCOC(=O)N=NC(=O)OCC, O=c1ccoc2cc(O)ccc12, c1ccc(P(c2ccccc2)c2ccccc2)cc1, OCCn1ccnc1. Yields the product O=c1ccoc2cc(OCCn3ccnc3)ccc12. As a reaction SMILES: [CH2:58]1[O:59][CH2:60][CH2:61][CH2:62]1.[CH3:52][CH2:53][O:54][C:55]([CH3:56])=[O:57].[O:40]=[C:41]([O:42][CH2:43][CH3:44])[N:45]=[N:46][C:47]([O:48][CH2:49][CH3:50])=[O:51].[OH:1][c:2]1[cH:3][cH:4][c:5]2[c:6](=[O:12])[cH:7][cH:8][o:9][c:10]2[cH:11]1.[c:13]1([P:14]([c:15]2[cH:16][cH:17][cH:18][cH:19][cH:20]2)[c:21]2[cH:22][cH:23][cH:24][cH:25][cH:26]2)[cH:27][cH:28][cH:29][cH:30][cH:31]1.[n:32]1([CH2:37][CH2:38][OH:39])[cH:33][n:34][cH:35][cH:36]1>>[O:1]([c:2]1[cH:3][cH:4][c:5]2[c:6](=[O:12])[cH:7][cH:8][o:9][c:10]2[cH:11]1)[CH2:38][CH2:37][n:32]1[cH:33][n:34][cH:35][cH:36]1. Starting materials: C(C)(C)(C)N1N=C(C=2C1=NC=NC2N)C2=C(C=CC=C2)C (1-tert-butyl-3-o-tolyl-1H-pyrazolo[3,4-d]pyrimidin-4-amine). Run in C(=O)O (formic acid), Cl (HCl). The product is C1(=C(C=CC=C1)C1=NNC2=NC=NC(=C21)N)C (3-o-tolyl-1H-pyrazolo[3,4-d]pyrimidin-4-amine). As a reaction SMILES: C([N:5]1[C:9]2=[N:10][CH:11]=[N:12][C:13]([NH2:14])=[C:8]2[C:7]([C:15]2[CH:20]=[CH:19][CH:18]=[CH:17][C:16]=2[CH3:21])=[N:6]1)(C)(C)C>C(O)=O.Cl>[C:16]1([CH3:21])[CH:17]=[CH:18][CH:19]=[CH:20][C:15]=1[C:7]1[C:8]2[C:9](=[N:10][CH:11]=[N:12][C:13]=2[NH2:14])[NH:5][N:6]=1. Procedure: 1-tert-butyl-3-o-tolyl-1H-pyrazolo[3,4-d]pyrimidin-4-amine was dissolved in a solution of formic acid (2 mL) and conc. HCl (0.2 mL) and heated to reflux for 30 min. Reaction was concentrated in vacuo and purified by RP-HPLC (MeCN:H2O:0.1% TFA). ESI-MS (M+H)+ m/z calcd 226.1, found 226.3. Starting materials: ClC1=CC(=C(C2=C1CCCO2)N2C(N(C(=CC2=O)C(F)(F)F)C)=O)F (3-(5-chloro-3,4-dihydro-7-fluoro-2H-1-benzopyran-8-yl)-1-methyl-6-trifluoromethyluracil), S(=O)(=O)([O-])OOS(=O)(=O)[O-].[K+].[K+] (potassium persulfate). Reagents/catalysts: O.O.O.O.O.S(=O)(=O)([O-])[O-].[Cu+2] (copper(11) sulfate pentahydrate). Run in C(C)#N (acetonitrile), O (water). The product is ClC1=CC(=C(C2=C1CC(CO2)=O)N2C(N(C(=CC2=O)C(F)(F)F)C)=O)F (3-(5-chloro-3,4-dihydro-7-fluoro-2H-1-benzopyran-3-on-8-yl)-1-methyl-6-trifluoromethyluracil). The yield is 97.9%. Reaction SMILES: [Cl:1][C:2]1[C:7]2[CH2:8][CH2:9][CH2:10][O:11][C:6]=2[C:5]([N:12]2[C:17](=[O:18])[CH:16]=[C:15]([C:19]([F:22])([F:21])[F:20])[N:14]([CH3:23])[C:13]2=[O:24])=[C:4]([F:25])[CH:3]=1.S(OOS([O-])(=O)=O)([O-])(=O)=[O:27].[K+].[K+]>C(#N)C.O.O.O.O.O.O.S([O-])([O-])(=O)=O.[Cu+2]>[Cl:1][C:2]1[C:7]2[CH2:8][C:9](=[O:27])[CH2:10][O:11][C:6]=2[C:5]([N:12]2[C:17](=[O:18])[CH:16]=[C:15]([C:19]([F:22])([F:20])[F:21])[N:14]([CH3:23])[C:13]2=[O:24])=[C:4]([F:25])[CH:3]=1 |f:1.2.3,6.7.8.9.10.11.12|. Procedure details: By the method of Example 3, Step A, 0.5 gram (0.0013 mole) of 3-(5-chloro-3,4-dihydro-7-fluoro-2H-1-benzopyran-8-yl)-1-methyl-6-trifluoromethyluracil was reacted with 1.1 grams (0.0040 mole) of potassium persulfate and 0.3 gram (0.0013 mole) of copper(11) sulfate pentahydrate in 30 mL of acetonitrile and 30 mL of water, yielding 0.5 gram of 3-(5-chloro-3,4-dihydro-7-fluoro-2H-1-benzopyran-3-on-8-yl)-1-methyl-6-trifluoromethyluracil. The NMR spectrum was consistent with the proposed structure. Th...